From a dataset of the Open Reaction Database (ORD), a public repository of structured organic reaction records. describe an organic reaction: reactants, conditions, products, and yield Product: C(C)OC(CC(C1=CC=CC=C1)C1=C2C=CNC2=CC(=C1)OC)=O (3-(6-Methoxy-1H-Indol-4-yl)-3-phenyl-propionic acid ethyl ester). Reported procedure: Degoussa-type catalyst (50% Pd/C, 45 mg) was added to a solution of 3-(6-Methoxy-1H-Indol-4-yl)-3-phenyl-acrylic acid ethyl ester CXVI (0.40 g, 1.2 mmol) in EtOH/DCM (6/1, 40 ml). The resulting mixture was hydrogenated in a Parr apparatus at 50 psi of H2 for 16 hours, filtered through celite, and the filter cake was washed with EtOH and DCM. The filtrate was concentrated, affording 3-(6-Methoxy-1H-Indol-4-yl)-3-phenyl-propionic acid ethyl ester CXVII. Reagents/catalysts: [Pd] (Pd/C). Reaction conditions: time 16 hour. Reactants: C(C)OC(C=C(C1=CC=CC=C1)C1=C2C=CNC2=CC(=C1)OC)=O (3-(6-Methoxy-1H-Indol-4-yl)-3-phenyl-acrylic acid ethyl ester). RXN SMILES: [CH2:1]([O:3][C:4](=[O:24])[CH:5]=[C:6]([C:13]1[CH:21]=[C:20]([O:22][CH3:23])[CH:19]=[C:18]2[C:14]=1[CH:15]=[CH:16][NH:17]2)[C:7]1[CH:12]=[CH:11][CH:10]=[CH:9][CH:8]=1)[CH3:2]>CCO.C(Cl)Cl.[Pd]>[CH2:1]([O:3][C:4](=[O:24])[CH2:5][CH:6]([C:13]1[CH:21]=[C:20]([O:22][CH3:23])[CH:19]=[C:18]2[C:14]=1[CH:15]=[CH:16][NH:17]2)[C:7]1[CH:12]=[CH:11][CH:10]=[CH:9][CH:8]=1)[CH3:2] |f:1.2|. Run in CCO.C(Cl)Cl (EtOH DCM). Yields the product Fc1ccc(Oc2ccccc2CCl)cc1. Starting materials: O=C([O-])O, OCc1ccccc1Oc1ccc(F)cc1, [Na+], O=S(Cl)Cl, c1ccccc1. Reaction SMILES: [C:21](=[O:22])([OH:23])[O-:24].[F:5][c:6]1[cH:7][cH:8][c:9]([O:10][c:11]2[c:12]([CH2:13][OH:14])[cH:15][cH:16][cH:17][cH:18]2)[cH:19][cH:20]1.[Na+:25].[S:1]([Cl:2])([Cl:3])=[O:4].[cH:26]1[cH:27][cH:28][cH:29][cH:30][cH:31]1>>[Cl:3][CH2:13][c:12]1[c:11]([O:10][c:9]2[cH:8][cH:7][c:6]([F:5])[cH:20][cH:19]2)[cH:18][cH:17][cH:16][cH:15]1. Starting materials: Cl.CNC (Dimethylamine hydrochloride), ClC1=CC=C(C=C1)C1=N[C@H](C=2N(C3=C1C=C(C=C3)C3=CC=C(C=C3)C=O)C(=NN2)C)CC(=O)NCC ((S)-2-(6-(4-Chlorophenyl)-8-(4-formylphenyl)-1-methyl-4H-benzo[f][1,2,4]triazolo[4,3-a][1,4]diazepin-4-yl)-N-ethylacetamide), C(C)(=O)O[BH-](OC(C)=O)OC(C)=O.[Na+] (Sodium triacetoxyborohydride), C(O)([O-])=O.[Na+] (sodium hydrogen carbonate), Intermediate 6. Run in C(C)(=O)O (acetic acid), C(Cl)Cl (DCM). Run at time 5 minute. Product: ClC1=CC=C(C=C1)C1=N[C@H](C=2N(C3=C1C=C(C=C3)C3=CC=C(C=C3)CN(C)C)C(=NN2)C)CC(=O)NCC ((S)-2-(6-(4-chlorophenyl)-8-(4-((dimethylamino)methyl)phenyl)-1-methyl-4H-benzo[f][1,2,4]triazolo[4,3-a][1,4]diazepin-4-yl)-N-ethylacetamide). Reaction SMILES: [Cl:1][C:2]1[CH:7]=[CH:6][C:5]([C:8]2[C:14]3[CH:15]=[C:16]([C:19]4[CH:24]=[CH:23][C:22]([CH:25]=O)=[CH:21][CH:20]=4)[CH:17]=[CH:18][C:13]=3[N:12]3[C:27]([CH3:30])=[N:28][N:29]=[C:11]3[C@H:10]([CH2:31][C:32]([NH:34][CH2:35][CH3:36])=[O:33])[N:9]=2)=[CH:4][CH:3]=1.Cl.[CH3:38][NH:39][CH3:40].C(O[BH-](OC(=O)C)OC(=O)C)(=O)C.[Na+].C(=O)([O-])O.[Na+]>C(Cl)Cl.C(O)(=O)C>[Cl:1][C:2]1[CH:7]=[CH:6][C:5]([C:8]2[C:14]3[CH:15]=[C:16]([C:19]4[CH:20]=[CH:21][C:22]([CH2:25][N:39]([CH3:40])[CH3:38])=[CH:23][CH:24]=4)[CH:17]=[CH:18][C:13]=3[N:12]3[C:27]([CH3:30])=[N:28][N:29]=[C:11]3[C@H:10]([CH2:31][C:32]([NH:34][CH2:35][CH3:36])=[O:33])[N:9]=2)=[CH:4][CH:3]=1 |f:1.2,3.4,5.6|. Procedure: (S)-2-(6-(4-Chlorophenyl)-8-(4-formylphenyl)-1-methyl-4H-benzo[f][1,2,4]triazolo[4,3-a][1,4]diazepin-4-yl)-N-ethylacetamide (for a preparation see Intermediate 6) (75 mg) was dissolved in DCM (5 ml). Dimethylamine hydrochloride (18.42 mg) and acetic acid (8.62 μl) were added and the reaction mixture was stirred for 5 min. Sodium triacetoxyborohydride (160 mg) was added and the reaction mixture was stirred at room temperature, under nitrogen, for 5 h. Saturated sodium hydrogen carbonate solution ... Reactants: COC(=O)CCC(=O)OC=1C(=C(C2=C(SC(O2)CCC(=O)OC)C1C)C)C (methyl 3-[5-(3-methoxycarbonylpropionyloxy)-4,6,7-trimethyl-1,3-benzoxathiole-2-yl]propionate), N (ammonia). Solvent: CO (methanol). Product: OC=1C(=C(C2=C(SC(O2)CCC(=O)OC)C1C)C)C (Methyl 3-(5-hydroxy-4,6,7-trimethyl-1,3-benzoxathiole-2-yl)propionate). Reaction SMILES: COC(CCC([O:9][C:10]1[C:11]([CH3:27])=[C:12]([CH3:26])[C:13]2[O:17][CH:16]([CH2:18][CH2:19][C:20]([O:22][CH3:23])=[O:21])[S:15][C:14]=2[C:24]=1[CH3:25])=O)=O.N>CO>[OH:9][C:10]1[C:11]([CH3:27])=[C:12]([CH3:26])[C:13]2[O:17][CH:16]([CH2:18][CH2:19][C:20]([O:22][CH3:23])=[O:21])[S:15][C:14]=2[C:24]=1[CH3:25]. Procedure details: 4.2 g of methyl 3-[5-(3-methoxycarbonylpropionyloxy)-4,6,7-trimethyl-1,3-benzoxathiole-2-yl]propionate (prepared as described in Example 31) were added to a mixture of 50 ml of methanol and 14 g of 28% w/v aqueous ammonia, and the mixture was reacted for 20 hours at room temperature. The volatile matter was then evaporated from the reaction mixture under reduced pressure, and ethyl acetate was added to the residue. The ethyl acetate solution was washed with water and dried over anhydrous sodium ... Starting materials: ClC1=C(OCC(=O)NC=2C=C(C(=O)O)C=CN2)C=CC(=C1)Cl (2-[2-(2,4-dichloro-phenoxy)-acetylamino]-isonicotinic acid), N1(CCCCC1)CCN (2-piperidine-1-yl-ethylamine), C(CCl)Cl (EDC), C=1C=CC2=C(C1)N=NN2O (HOBt), CCN(C(C)C)C(C)C (DIPEA). Run in CN(C)C=O (DMF). Product: ClC1=C(OCC(=O)NC=2C=C(C(=O)NCCN3CCCCC3)C=CN2)C=CC(=C1)Cl (2-[2-(2,4-dichloro-phenoxy)-acetylamino]-N-(2-piperidine-1-yl-ethyl)-isonicotinamide). Isolated yield 13.2%. RXN SMILES: [Cl:1][C:2]1[CH:21]=[C:20]([Cl:22])[CH:19]=[CH:18][C:3]=1[O:4][CH2:5][C:6]([NH:8][C:9]1[CH:10]=[C:11]([CH:15]=[CH:16][N:17]=1)[C:12]([OH:14])=O)=[O:7].[N:23]1([CH2:29][CH2:30][NH2:31])[CH2:28][CH2:27][CH2:26][CH2:25][CH2:24]1.C(Cl)CCl.C1C=CC2N(O)N=NC=2C=1.CCN(C(C)C)C(C)C>CN(C=O)C>[Cl:1][C:2]1[CH:21]=[C:20]([Cl:22])[CH:19]=[CH:18][C:3]=1[O:4][CH2:5][C:6]([NH:8][C:9]1[CH:10]=[C:11]([CH:15]=[CH:16][N:17]=1)[C:12]([NH:31][CH2:30][CH2:29][N:23]1[CH2:28][CH2:27][CH2:26][CH2:25][CH2:24]1)=[O:14])=[O:7]. Reported procedure: To solution of 2-[2-(2,4-dichloro-phenoxy)-acetylamino]-isonicotinic acid (80.0 mg, 0.24 mmol), 2-piperidine-1-yl-ethylamine (46.2 mg, 0.05 ml, 0.36 mmol), EDC (69.0 mg, 0.36 mmol) and HOBt (48.7 mg, 0.36 mmol) in DMF 4 ml was added DIPEA (46.5 mg, 0.06 ml, 0.36 mmol), and stirred. Reaction mixture was then partitioned between ethyl acetate and 10% HCl. The organic phase was washed with brine, dried over anhydrous MgSO4, and concentrated. The residue was purified by preparative-TLC (n-Hexane:Eto...